Dataset: the Open Reaction Database (ORD), a public repository of structured organic reaction records. Task: describe an organic reaction: reactants, conditions, products, and yield The reactants are C1CCOC1, Cl, Cc1ncc(-c2nc(Nc3ccc(N4CC(N=[N+]=[N-])C4)cc3)ncc2F)n1C(C)C, O, c1ccc(P(c2ccccc2)c2ccccc2)cc1. The product is Cc1ncc(-c2nc(Nc3ccc(N4CC(N)C4)cc3)ncc2F)n1C(C)C. Reaction SMILES: [CH2:52]1[O:53][CH2:54][CH2:55][CH2:56]1.[ClH:51].[N:1](=[N+:2]=[N-:3])[CH:4]1[CH2:5][N:6]([c:8]2[cH:9][cH:10][c:11]([NH:14][c:15]3[n:16][cH:17][c:18]([F:30])[c:19](-[c:21]4[cH:22][n:23][c:24]([CH3:29])[n:25]4[CH:26]([CH3:27])[CH3:28])[n:20]3)[cH:12][cH:13]2)[CH2:7]1.[OH2:50].[c:31]1([P:32]([c:33]2[cH:34][cH:35][cH:36][cH:37][cH:38]2)[c:39]2[cH:40][cH:41][cH:42][cH:43][cH:44]2)[cH:45][cH:46][cH:47][cH:48][cH:49]1>>[NH2:1][CH:4]1[CH2:5][N:6]([c:8]2[cH:9][cH:10][c:11]([NH:14][c:15]3[n:16][cH:17][c:18]([F:30])[c:19](-[c:21]4[cH:22][n:23][c:24]([CH3:29])[n:25]4[CH:26]([CH3:27])[CH3:28])[n:20]3)[cH:12][cH:13]2)[CH2:7]1. Starting materials: C(C)OC(=O)C=1N=CC=2NC3=CC=C(C(=C3C2C1)N1CCCCC1)[N+](=O)[O-] (5-piperidino-6-nitro-beta-carboline-3-carboxylic-acid-ethylester). Reagents/catalysts: [Cl-].[Cl-].[Cl-].[Ti+3] (titanium trichloride). Solvent: O1CCCC1 (tetrahydrofuran), O (water). Run at time 6 minute. Yields the product C(C)OC(=O)C=1N=CC=2NC3=CC=C(C(=C3C2C1)N1CCCCC1)N (5-piperidino-6-amino-beta-carboline-3-carboxylic-acid-ethylester). Isolated yield 79.3%. Reaction SMILES: [CH2:1]([O:3][C:4]([C:6]1[N:7]=[CH:8][C:9]2[NH:10][C:11]3[C:16]([C:17]=2[CH:18]=1)=[C:15]([N:19]1[CH2:24][CH2:23][CH2:22][CH2:21][CH2:20]1)[C:14]([N+:25]([O-])=O)=[CH:13][CH:12]=3)=[O:5])[CH3:2]>O1CCCC1.O.[Cl-].[Cl-].[Cl-].[Ti+3]>[CH2:1]([O:3][C:4]([C:6]1[N:7]=[CH:8][C:9]2[NH:10][C:11]3[C:16]([C:17]=2[CH:18]=1)=[C:15]([N:19]1[CH2:24][CH2:23][CH2:22][CH2:21][CH2:20]1)[C:14]([NH2:25])=[CH:13][CH:12]=3)=[O:5])[CH3:2] |f:3.4.5.6|. Procedure details: 140 mg of 5-piperidino-6-nitro-beta-carboline-3-carboxylic-acid-ethylester in 10 ml of tetrahydrofuran is mixed with the four-fold molar amount of titanium trichloride in water. After 6 minutes, the substance is neutralized, filtered and evaporated. The residue is extracted with methylene chloride, and the extracts are concentrated and recrystallized from glacial acetic acid. 102 mg of 5-piperidino-6-amino-beta-carboline-3-carboxylic-acid-ethylester with a m.p. of 188°-190° C. is obtained.